This data is from the Open Reaction Database (ORD), a public repository of structured organic reaction records. The task is: describe an organic reaction: reactants, conditions, products, and yield The reactants are C([O-])(O)=O.[Na+] (sodium bicarbonate), C=O (paraformaldehyde), C1(=CC=CC=C1)CC(=O)OC (methyl phenylacetate). Solvent: CS(=O)C (dimethylsulfoxide). Run at time 1.5 hour. Product: C(C(CO)C1=CC=CC=C1)(=O)OC (methyl tropate). Isolated yield 80.0%. Reaction SMILES: [C:1](=O)(O)[O-:2].[Na+].C=O.[C:8]1([CH2:14][C:15]([O:17][CH3:18])=[O:16])[CH:13]=[CH:12][CH:11]=[CH:10][CH:9]=1>CS(C)=O>[C:15]([O:17][CH3:18])(=[O:16])[CH:14]([C:8]1[CH:13]=[CH:12][CH:11]=[CH:10][CH:9]=1)[CH2:1][OH:2] |f:0.1|. Procedure: A three necked one-liter flask equipped with a drying tube, a thermometer and a stopper was flame-dried, cooled and then charged with sodium bicarbonate (2.1 g; 0.025 mole), paraformaldehyde (34.74 g; mole) and 300 mL of dimethylsulfoxide (DMSO). The air in the flask was purged with dry nitrogen and methyl phenylacetate (150.18 g; 1 mole) was added in one portion. Residual ester was washed into the flask using dry DMSO (5 mL). The slurry was then stirred magnetically (initial temperature 22°-23°... Reactants: Cc1nc(C#Cc2cccc(C#N)c2)c[nH]1, COc1ccnc(Cl)n1. Yields the product COc1ccnc(-n2cc(C#Cc3cccc(C#N)c3)nc2C)n1. RXN SMILES: [CH3:1][c:2]1[nH:3][cH:4][c:5]([C:7]#[C:8][c:9]2[cH:10][c:11]([C:12]#[N:13])[cH:14][cH:15][cH:16]2)[n:6]1.[Cl:17][c:18]1[n:19][cH:20][cH:21][c:22]([O:24][CH3:25])[n:23]1>>[CH3:1][c:2]1[n:3](-[c:18]2[n:19][cH:20][cH:21][c:22]([O:24][CH3:25])[n:23]2)[cH:4][c:5]([C:7]#[C:8][c:9]2[cH:10][c:11]([C:12]#[N:13])[cH:14][cH:15][cH:16]2)[n:6]1. Reactants: [OH-].[Na+] (NaOH), C(C)OC(=O)C1=CC=C(C=C1)C1=CC=C(C=C1)C=1SC=CC1NS(=O)(=O)C(C)C (4′-[3-(propane-2-sulfonylamino)-thiophen-2-yl]-biphenyl-4-carboxylic acid ethyl ester), Cl (HCl). Solvent: C(C)O (ethanol). Run at time 24 hour. Product: CC(C)S(=O)(=O)NC1=C(SC=C1)C1=CC=C(C=C1)C1=CC=C(C=C1)C(=O)O (4′-[3-(Propane-2-sulfonylamino)-thiophen-2-yl]-biphenyl-4-carboxylic acid). Reaction SMILES: [OH-].[Na+].C([O:5][C:6]([C:8]1[CH:13]=[CH:12][C:11]([C:14]2[CH:19]=[CH:18][C:17]([C:20]3[S:21][CH:22]=[CH:23][C:24]=3[NH:25][S:26]([CH:29]([CH3:31])[CH3:30])(=[O:28])=[O:27])=[CH:16][CH:15]=2)=[CH:10][CH:9]=1)=[O:7])C.Cl>C(O)C>[CH3:31][CH:29]([S:26]([NH:25][C:24]1[CH:23]=[CH:22][S:21][C:20]=1[C:17]1[CH:18]=[CH:19][C:14]([C:11]2[CH:12]=[CH:13][C:8]([C:6]([OH:7])=[O:5])=[CH:9][CH:10]=2)=[CH:15][CH:16]=1)(=[O:27])=[O:28])[CH3:30] |f:0.1|. Procedure details: Add NaOH 2M (1 ml) to a suspension of 4′-[3-(propane-2-sulfonylamino)-thiophen-2-yl]-biphenyl-4-carboxylic acid ethyl ester (0.128 mmol) in ethanol (1 ml) and stir 24 h. Add 6N HCl until pH is approximately 1 and a white solid precipitates. Filter the solid to provide the title compound: MS (ES−): 400 (M−1).